This data is from the Open Reaction Database (ORD), a public repository of structured organic reaction records. The task is: describe an organic reaction: reactants, conditions, products, and yield The reactants are [N+](=O)([O-])C=1C=NN(C1)CC1OC1 (4-nitro-1-(oxiran-2-ylmethyl)-1H-pyrazole), CNC (dimethylamine). The product is CN(CC(CN1N=CC(=C1)[N+](=O)[O-])O)C (1-(dimethylamino)-3-(4-nitro-1H-pyrazol-1-yl)propan-2-ol). RXN SMILES: [N+:1]([C:4]1[CH:5]=[N:6][N:7]([CH2:9][CH:10]2[CH2:12][O:11]2)[CH:8]=1)([O-:3])=[O:2].[CH3:13][NH:14][CH3:15]>>[CH3:13][N:14]([CH3:15])[CH2:12][CH:10]([OH:11])[CH2:9][N:7]1[CH:8]=[C:4]([N+:1]([O-:3])=[O:2])[CH:5]=[N:6]1. Procedure: 4-nitro-1-(oxiran-2-ylmethyl)-1H-pyrazole (200 mg, 1.2 mmol) was stirred overnight at rt in dimethylamine (2M in methanol, 5 mL). The solution was concentrated to give 1-(dimethylamino)-3-(4-nitro-1H-pyrazol-1-yl)propan-2-ol as a yellow solid (quantitative). LC-MS (UPLC, high pH), (ES+) 215.2, RT=0.75 min.